This data is from the Open Reaction Database (ORD), a public repository of structured organic reaction records. The task is: describe an organic reaction: reactants, conditions, products, and yield The reactants are CC1(C(NC2=CC=C(C=C2C1)C(=O)OC)C1=C(C=CC=C1)NC(C1=NC=CC=C1)=O)C (methyl 3,3-dimethyl-2-(2-(picolinamido)phenyl)-1,2,3,4-tetrahydroquinoline-6-carboxylate), aqueous solution, [OH-].[Na+] (sodium hydroxide). The solvent is O1CCCC1 (tetrahydrofuran). Yields the product CC1(C(NC2=CC=C(C=C2C1)C(=O)O)C1=C(C=CC=C1)NC(C1=NC=CC=C1)=O)C (3,3-dimethyl-2-(2-(picolinamido)phenyl)-1,2,3,4-tetrahydroquinoline-6-carboxylic acid). Yield: 74.7%. Reaction SMILES: [CH3:1][C:2]1([CH3:31])[CH2:11][C:10]2[C:5](=[CH:6][CH:7]=[C:8]([C:12]([O:14]C)=[O:13])[CH:9]=2)[NH:4][CH:3]1[C:16]1[CH:21]=[CH:20][CH:19]=[CH:18][C:17]=1[NH:22][C:23](=[O:30])[C:24]1[CH:29]=[CH:28][CH:27]=[CH:26][N:25]=1.[OH-].[Na+]>O1CCCC1>[CH3:1][C:2]1([CH3:31])[CH2:11][C:10]2[C:5](=[CH:6][CH:7]=[C:8]([C:12]([OH:14])=[O:13])[CH:9]=2)[NH:4][CH:3]1[C:16]1[CH:21]=[CH:20][CH:19]=[CH:18][C:17]=1[NH:22][C:23](=[O:30])[C:24]1[CH:29]=[CH:28][CH:27]=[CH:26][N:25]=1 |f:1.2|. Procedure details: A mixture of methyl 3,3-dimethyl-2-(2-(picolinamido)phenyl)-1,2,3,4-tetrahydroquinoline-6-carboxylate (44 mg, 0.1 mmol, 1.0 eq.) and 1.3 mL aqueous solution of sodium hydroxide (2 M, 2.6 mmol, 25 eq.) in tetrahydrofuran (3 mL) was stirred at reflux for 3 h. Thin layer chromatography indicated that the starting material was consumed completely. The tetrahydrofuran was removed under reduced pressure and the residue was acidified to pH 5-6 with 1 M hydrochloric acid. Then a lot of white precipitate...